From a dataset of the Open Reaction Database (ORD), a public repository of structured organic reaction records. describe an organic reaction: reactants, conditions, products, and yield Starting materials: CN(C)C=O, CC(CCCCOS(C)(=O)=O)=C(F)F, [Na+], O, O=C([O-])O, O=C(O)c1cc2ccccc2s1. Product: CC(CCCCOC(=O)c1cc2ccccc2s1)=C(F)F. RXN SMILES: [CH3:1][N:2]([CH3:3])[CH:4]=[O:5].[CH3:6][S:7](=[O:8])(=[O:9])[O:10][CH2:11][CH2:12][CH2:13][CH2:14][C:15](=[C:16]([F:17])[F:18])[CH3:19].[Na+:32].[OH2:37].[OH:33][C:34](=[O:35])[O-:36].[s:20]1[c:21]2[c:22]([cH:23][c:24]1[C:25](=[O:26])[OH:27])[cH:28][cH:29][cH:30][cH:31]2>>[O:10]([CH2:11][CH2:12][CH2:13][CH2:14][C:15](=[C:16]([F:17])[F:18])[CH3:19])[C:25]([c:24]1[s:20][c:21]2[c:22]([cH:23]1)[cH:28][cH:29][cH:30][cH:31]2)=[O:26]. The reactants are FC(CN1CCC2=C(CC1)C=C(C(=C2)OC)N)F (3-(2,2-Difluoro-ethyl)-8-methoxy-2,3,4,5-tetrahydro-1H-benzo[d]azepin-7-ylamine), ClC1=NC=C(C(=N1)NC1=C(C(=O)NCC)C=CC=C1)Cl (2-(2,5-Dichloro-pyrimidin-4-ylamino)-N-ethyl-benzamide). Yields the product ClC=1C(=NC(=NC1)NC1=CC2=C(CCN(CC2)CC(F)F)C=C1OC)NC1=C(C(=O)NCC)C=CC=C1 (2-{5-Chloro-2-[3-(2,2-difluoro-ethyl)-8-methoxy-2,3,4,5-tetrahydro-1H-benzo[d]azepin-7-ylamino]-pyrimidin-4-ylamino}-N-ethyl-benzamide), solid. Isolated yield 13.0%. RXN SMILES: [F:1][CH:2]([F:18])[CH2:3][N:4]1[CH2:10][CH2:9][C:8]2[CH:11]=[C:12]([NH2:17])[C:13]([O:15][CH3:16])=[CH:14][C:7]=2[CH2:6][CH2:5]1.Cl[C:20]1[N:25]=[C:24]([NH:26][C:27]2[CH:37]=[CH:36][CH:35]=[CH:34][C:28]=2[C:29]([NH:31][CH2:32][CH3:33])=[O:30])[C:23]([Cl:38])=[CH:22][N:21]=1>>[Cl:38][C:23]1[C:24]([NH:26][C:27]2[CH:37]=[CH:36][CH:35]=[CH:34][C:28]=2[C:29]([NH:31][CH2:32][CH3:33])=[O:30])=[N:25][C:20]([NH:17][C:12]2[C:13]([O:15][CH3:16])=[CH:14][C:7]3[CH2:6][CH2:5][N:4]([CH2:3][CH:2]([F:1])[F:18])[CH2:10][CH2:9][C:8]=3[CH:11]=2)=[N:21][CH:22]=1. Procedure: The title compound was prepared from 3-(2,2-Difluoro-ethyl)-8-methoxy-2,3,4,5-tetrahydro-1H-benzo[d]azepin-7-ylamine and 2-(2,5-Dichloro-pyrimidin-4-ylamino)-N-ethyl-benzamide in a analogous manner to Example 61e. Product isolated as an off-white solid (0.013 g, 13%). MP: 170-175° C. 1H NMR (400 MHz, CDCl3, δ, ppm): 10.95 (br s, 1H), 8.64 (d, 1H, J=8.3 Hz), 8.12-8.06 (m, 2H), 7.54-7.39 (m, 3H), 7.08 (t, 1H, J=7.6 Hz), 6.64 (s, 1H), 6.22-6.12 (m, 1H), 6.07-5.74 (m, 1H), 3.86 (s, 3H), 3.52 (p, 2H,... Reactants: Cl.Cl.Cl.FC1=CC=C(C=C1)[C@@H]1OC[C@@H](C1)CN1CCC(CC1)NC1=C(C=CC=C1)N (1-[cis-2-(4-fluorophenyl)-tetrahydro-4-furylmethyl]-4-(2-aminoanilino)piperidine trihydrochloride), [O-]C#N.[K+] (potassium cyanate). Solvent: C(C)O (ethanol). Reaction conditions: time 8 hour. The product is Cl.FC1=CC=C(C=C1)[C@@H]1OC[C@@H](C1)CN1CCC(CC1)N1C(NC2=C1C=CC=C2)=O (1-[1-(cis-2-(4-fluorophenyl)-tetrahydro-4-furylmethyl)-4-piperidyl]benzimidazolin-2-one hydrochloride). Reaction SMILES: [ClH:1].Cl.Cl.[F:4][C:5]1[CH:10]=[CH:9][C:8]([C@H:11]2[CH2:15][C@@H:14]([CH2:16][N:17]3[CH2:22][CH2:21][CH:20]([NH:23][C:24]4[CH:29]=[CH:28][CH:27]=[CH:26][C:25]=4[NH2:30])[CH2:19][CH2:18]3)[CH2:13][O:12]2)=[CH:7][CH:6]=1.[O-:31][C:32]#N.[K+]>C(O)C>[ClH:1].[F:4][C:5]1[CH:10]=[CH:9][C:8]([C@H:11]2[CH2:15][C@@H:14]([CH2:16][N:17]3[CH2:18][CH2:19][CH:20]([N:23]4[C:24]5[CH:29]=[CH:28][CH:27]=[CH:26][C:25]=5[NH:30][C:32]4=[O:31])[CH2:21][CH2:22]3)[CH2:13][O:12]2)=[CH:7][CH:6]=1 |f:0.1.2.3,4.5,7.8|. Procedure details: A mixture of 9.56 g of 1-[cis-2-(4-fluorophenyl)-tetrahydro-4-furylmethyl]-4-(2-aminoanilino)piperidine trihydrochloride and 2.0 g of potassium cyanate in 100 ml of ethanol is heated under reflux with stirring for 8 hours. The ethanol is then distilled off under reduced pressure, and 10 ml of 10% aqueous sodium hydroxide solution and 50 ml of water are added to the residue and extracted with ethyl acetate. The extract is washed with water and dried over magnesium sulfate, and the solvent is dist...